From a dataset of the Open Reaction Database (ORD), a public repository of structured organic reaction records. describe an organic reaction: reactants, conditions, products, and yield Reactants: Cl.NCCC1=CNC2=CC=C(C=C12)OCCCCN1C(C=2C(C1=O)=CC=CC2)=O (3-(2-aminoethyl)-5-(4-phthalimidobutyloxy)-1H-indole hydrochloride), [BH4-].[Na+] (sodium borohydride). The solvent is CO (methanol). Reaction conditions: time 4 hour. The product is NCCC1=CNC2=CC=C(C=C12)OCCCCN1C(C2=CC=CC=C2C1O)=O (3-(2-Aminoethyl)-5-[4-(3-hydroxyisoindolin-1-on-2-yl)butyloxy]-1H-indole). Yield: 97.9%. RXN SMILES: Cl.[NH2:2][CH2:3][CH2:4][C:5]1[C:13]2[C:8](=[CH:9][CH:10]=[C:11]([O:14][CH2:15][CH2:16][CH2:17][CH2:18][N:19]3[C:23](=[O:24])[C:22]4=[CH:25][CH:26]=[CH:27][CH:28]=[C:21]4[C:20]3=[O:29])[CH:12]=2)[NH:7][CH:6]=1.[BH4-].[Na+]>CO>[NH2:2][CH2:3][CH2:4][C:5]1[C:13]2[C:8](=[CH:9][CH:10]=[C:11]([O:14][CH2:15][CH2:16][CH2:17][CH2:18][N:19]3[CH:23]([OH:24])[C:22]4[C:21](=[CH:28][CH:27]=[CH:26][CH:25]=4)[C:20]3=[O:29])[CH:12]=2)[NH:7][CH:6]=1 |f:0.1,2.3|. Reported procedure: To a solution of 3-(2-aminoethyl)-5-(4-phthalimidobutyloxy)-1H-indole hydrochloride (0.057 g, 0.14 mmol) in methanol (10 mL) was added sodium borohydride (0.057 g, 1.36 mmol) and the resulting mixture was stirred at room temperature for 4 hours. The solution was then poured onto a silica gel column and the product eluted with methanol/ammonium hydroxide (19:1) to give the title compound as a syrup (0.052 g, 100%). Yields the product OCC1=NC=CC(=C1)OC (2-hydroxymethyl-4-methoxypyridine). Procedure: Starting with 2-methyl-4-methoxypyridine-1-oxide (2.1 g) in the procedure of Part (ii) afforded 2.5 g of 2-acetoxymethyl-4-methoxypyridine which was contaminated with about 25% of 5-acetoxy-2-methyl-4-methoxypyridine. This mixture was dissolved in methanol (10 ml) containing 1.118 g (20.7 mmole) sodium methoxide and stirred at reflux for one hour. The methanol was evaporated in vacuo, the residue diluted with water, neutralized with dilute hydrochloric acid, and extracted with chloroform. The or... The solvent is CO (methanol). The yield is 41.0%. The reactants are C(C)(=O)OC=1C(=CC(=NC1)C)OC (5-acetoxy-2-methyl-4-methoxypyridine), C[O-].[Na+] (sodium methoxide). RXN SMILES: C(O[C:5]1[C:6]([O:12][CH3:13])=[CH:7][C:8]([CH3:11])=[N:9][CH:10]=1)(=O)C.C[O-:15].[Na+]>CO>[OH:15][CH2:11][C:8]1[CH:7]=[C:6]([O:12][CH3:13])[CH:5]=[CH:10][N:9]=1 |f:1.2|. Reactants: C(C)(C)(C)C=1C=C(C=C(C1O)C(C)(C)C)C(C(=O)OC)C (methyl 3,5-di-tert-butyl-4-hydroxyphenylpropionate), C(CCN)N (1,3-propanediamine). Product: NCCCNC(C(C)C1=CC(=C(C(=C1)C(C)(C)C)O)C(C)(C)C)=O (3,5-di-tert-Butyl-4-hydroxyphenylpropionic acid 3-aminopropylamide). RXN SMILES: [C:1]([C:5]1[CH:6]=[C:7]([CH:16]([CH3:21])[C:17]([O:19]C)=O)[CH:8]=[C:9]([C:12]([CH3:15])([CH3:14])[CH3:13])[C:10]=1[OH:11])([CH3:4])([CH3:3])[CH3:2].[CH2:22]([NH2:26])[CH2:23][CH2:24][NH2:25]>>[NH2:25][CH2:24][CH2:23][CH2:22][NH:26][C:17](=[O:19])[CH:16]([C:7]1[CH:6]=[C:5]([C:1]([CH3:4])([CH3:2])[CH3:3])[C:10]([OH:11])=[C:9]([C:12]([CH3:14])([CH3:15])[CH3:13])[CH:8]=1)[CH3:21]. Procedure details: 146 g of methyl 3,5-di-tert-butyl-4-hydroxyphenylpropionate and 370 g of 1,3-propanediamine are heated together at 130° C. for 11 hours, after which the mixture is evaporated down under reduced pressure. The residue melts at 75°-80° C. The reactants are ClC1=NC=CC2=CC=CC=C12 (1-chloro-isoquinoline), C1(=CC=CC=C1)B(O)O (phenylboronic acid), tetrakis-triphenyl phosphine palladium, C([O-])([O-])=O.[K+].[K+] (potassium carbonate). The solvent is C(CO)O.COC (ethylene glycol dimethyl ether). Reaction conditions: temperature 90 celsius. Product: C1(=CC=CC=C1)C1=NC=CC2=CC=CC=C12 (1-phenyl-isoquinoline). Yield: 88.2%. As a reaction SMILES: Cl[C:2]1[C:11]2[C:6](=[CH:7][CH:8]=[CH:9][CH:10]=2)[CH:5]=[CH:4][N:3]=1.[C:12]1(B(O)O)[CH:17]=[CH:16][CH:15]=[CH:14][CH:13]=1.C(=O)([O-])[O-].[K+].[K+]>C(O)CO.COC>[C:12]1([C:2]2[C:11]3[C:6](=[CH:7][CH:8]=[CH:9][CH:10]=3)[CH:5]=[CH:4][N:3]=2)[CH:17]=[CH:16][CH:15]=[CH:14][CH:13]=1 |f:2.3.4,5.6|. Procedure: 3.0 g of 1-chloro-isoquinoline (18 mmmol), 2.7 g of phenylboronic acid (21 mmol), 1.6 g of tetrakis-triphenyl phosphine palladium (0.8 mmol %), and 2.9 g of potassium carbonate (21 mmol) were added into 100 ml of reaction bowl, and 50 ml of ethylene glycol-dimethyl ether as distilled solvent was added thereto under the flow of nitrogen, and then the reaction was performed in reflux at 90° C. for 12 hr. The mixture was cooled to room temperature, extracted by chloroform and distilled water, and t... Starting materials: C1(CC1)C(O)C=1C=NC=CC1 (cyclopropyl(3-pyridyl)methanol). Reagents/catalysts: [O-2].[O-2].[Mn+4] (manganese dioxide). Run in O1CCOCC1 (dioxane). Conditions: time 4 hour. Product: N1=CC(=CC=C1)C(=O)C1CC1 (cyclopropyl 3-pyridyl ketone). Yield: 80.0%. RXN SMILES: [CH:1]1([CH:4]([C:6]2[CH:7]=[N:8][CH:9]=[CH:10][CH:11]=2)[OH:5])[CH2:3][CH2:2]1>O1CCOCC1.[O-2].[O-2].[Mn+4]>[N:8]1[CH:9]=[CH:10][CH:11]=[C:6]([C:4]([CH:1]2[CH2:2][CH2:3]2)=[O:5])[CH:7]=1 |f:2.3.4|. Procedure: Dissolve 3.35 g of cyclopropyl(3-pyridyl)methanol, the compound obtained in the preceding step, in 75 ml of dioxane and add 13.66 g of manganese dioxide. After 4 hours of stirring under reflux, filter the reaction medium while hot through Celite. The organic solution yields, after evaporating under vacuum, a residue which is purified by chromatography on a silica column, using a mixture of cyclohexane and ethyl acetate (1:1 V/V) as eluent, to obtain cyclopropyl 3-pyridyl ketone. Starting materials: ClC1=CC=NC=2N1N=C(C2C2=CC=C(C=C2)Cl)C2=C(C=CC=C2)Cl (7-chloro-3-(4-chlorophenyl)-2-(2-chlorophenyl)-pyrazolo[1,5-a]pyrimidine), C(C=C)O (allyl alcohol), [H-].[Na+] (NaH). Run at time 8 hour. Product: C(C=C)OC1=CC=NC=2N1N=C(C2C2=CC=C(C=C2)Cl)C2=C(C=CC=C2)Cl (7-Allyloxy-3-(4-chlorophenyl)-2-(2-chlorophenyl)-pyrazolo[1,5-a]pyrimidine). Reaction SMILES: Cl[C:2]1[N:7]2[N:8]=[C:9]([C:18]3[CH:23]=[CH:22][CH:21]=[CH:20][C:19]=3[Cl:24])[C:10]([C:11]3[CH:16]=[CH:15][C:14]([Cl:17])=[CH:13][CH:12]=3)=[C:6]2[N:5]=[CH:4][CH:3]=1.[H-].[Na+].[CH2:27]([OH:30])[CH:28]=[CH2:29]>>[CH2:27]([O:30][C:2]1[N:7]2[N:8]=[C:9]([C:18]3[CH:23]=[CH:22][CH:21]=[CH:20][C:19]=3[Cl:24])[C:10]([C:11]3[CH:12]=[CH:13][C:14]([Cl:17])=[CH:15][CH:16]=3)=[C:6]2[N:5]=[CH:4][CH:3]=1)[CH:28]=[CH2:29] |f:1.2|. Reported procedure: To a suspension of 7-chloro-3-(4-chlorophenyl)-2-(2-chlorophenyl)-pyrazolo[1,5-a]pyrimidine (I-13A-1a; 30 mg, 0.08 mmol) in allyl alcohol (0.8 ml) was added NaH (60% dispersion in oil, 2 mg, 0.08 mmol). After stirring overnight, the reaction was concentrated and purified on a Chromatotron using methylene chloride as eluant to give product 13A-1 (12 mg, 38%) as a solid: +ESI MS (M+1) 396.4; 1H NMR (400 MHz, CD3OD) δ 8.51 (d, J=5.4 Hz, 1H), 7.53–7.40 (m, 6H), 7.24 (d, J=8.7 Hz, 2H), 6.68 (d, J=5.4... The reactants are CC(C)(C=C)OO (2-methyl-3-buten-2-yl hydroperoxide), C(C(C)(C)C)(=O)Cl (pivaloyl chloride), [OH-].[K+] (potassium hydroxide). Solvent: O (water), O (water). Reaction conditions: time 1 hour. Product: C(C(C)(C)C)(=O)OOC(C)(C=C)C (2-methyl-3-buten-2-yl peroxypivalate). Yield: 77.4%. Reaction SMILES: [OH-].[K+].[CH3:3][C:4]([O:8][OH:9])([CH:6]=[CH2:7])[CH3:5].[C:10](Cl)(=[O:15])[C:11]([CH3:14])([CH3:13])[CH3:12]>O>[C:10]([O:9][O:8][C:4]([CH3:5])([CH:6]=[CH2:7])[CH3:3])(=[O:15])[C:11]([CH3:14])([CH3:13])[CH3:12] |f:0.1|. Procedure details: To a stirred mixture cooled at 10° C. of 10 g of demineralized water, 17.3 g of a 45% by weight-potassium hydroxide solution in water (0.139 moles) and 12.9 g of 2-methyl-3-buten-2-yl hydroperoxide (0.120 moles) there were added over a period of 25 minutes 14.5 g of pivaloyl chloride (0.120 moles); the temperature of the reaction mixture was kept at 10°-12° C. Stirring was continued for 1 hour, after which the organic layer was isolated. It was washed successively with an aqueous solution of 10%... Reactants: ClC=1C=C2C(=CN(C2=CC1)C(C1=CC(=CC=C1)[N+](=O)[O-])=O)CCCC(=O)OCC1=CC=CC=C1 (benzyl 4-[5-chloro-1-(3-nitrobenzoyl)indol-3-yl]butyrate), O1CCOCC1 (1,4-dioxane), O (water). The reagents and catalysts are [Pd] (palladium on activated carbon). The solvent is CO (methanol). Run at temperature 20 celsius, time 4 hour. The product is NC=1C=C(C(=O)N2C=C(C3=CC(=CC=C23)Cl)CCCC(=O)O)C=CC1 (4-[1-(3-aminobenzoyl)-5-chloroindol-3-yl]butyric acid). The yield is 75.2%. As a reaction SMILES: [Cl:1][C:2]1[CH:3]=[C:4]2[C:8](=[CH:9][CH:10]=1)[N:7]([C:11](=[O:21])[C:12]1[CH:17]=[CH:16][CH:15]=[C:14]([N+:18]([O-])=O)[CH:13]=1)[CH:6]=[C:5]2[CH2:22][CH2:23][CH2:24][C:25]([O:27]CC1C=CC=CC=1)=[O:26].O1CCOCC1.O>CO.[Pd]>[NH2:18][C:14]1[CH:13]=[C:12]([CH:17]=[CH:16][CH:15]=1)[C:11]([N:7]1[C:8]2[C:4](=[CH:3][C:2]([Cl:1])=[CH:10][CH:9]=2)[C:5]([CH2:22][CH2:23][CH2:24][C:25]([OH:27])=[O:26])=[CH:6]1)=[O:21]. Procedure details: To a solution of benzyl 4-[5-chloro-1-(3-nitrobenzoyl)indol-3-yl]butyrate (1.3 g) in a mixture of methanol (35 ml), 1,4-dioxane (35 ml) and water (5 ml) was added 10% palladium on activated carbon (400 mg), and the mixture was stirred under hydrogen atmosphere (3 atm) at 20° C. for 4 hours. The catalyst was filtered off and the filtrate was evaporated. The residue was chromatographed on silica gel (40 g) eluting with 2% methanol in chloroform to give 4-[1-(3-aminobenzoyl)-5-chloroindol-3-yl]buty...